Dataset: the Open Reaction Database (ORD), a public repository of structured organic reaction records. Task: describe an organic reaction: reactants, conditions, products, and yield Starting materials: FC1=CC(=C(C=C1)C1=C(C=NC=C1)NCC(CC)=O)OC (1-[4-(4-fluoro-2-methoxy-phenyl)-pyridin-3-ylamino]-butan-2-one), FC(C=1C=C(C(=O)O)C=C(N1)C(F)(F)F)(F)F (2,6-bis(trifluoromethyl)isonicotinic acid). Yields the product FC1=CC(=C(C=C1)C1=C(C=NC=C1)N(C(C1=CC(=NC(=C1)C(F)(F)F)C(F)(F)F)=O)CC(CC)=O)OC (N-[4-(4-Fluoro-2-methoxy-phenyl)-pyridin-3-yl]-N-(2-oxo-butyl)-2,6-bis-trifluoromethyl-isonicotinamide). RXN SMILES: [F:1][C:2]1[CH:7]=[CH:6][C:5]([C:8]2[CH:13]=[CH:12][N:11]=[CH:10][C:9]=2[NH:14][CH2:15][C:16](=[O:19])[CH2:17][CH3:18])=[C:4]([O:20][CH3:21])[CH:3]=1.[F:22][C:23]([F:38])([F:37])[C:24]1[CH:25]=[C:26]([CH:30]=[C:31]([C:33]([F:36])([F:35])[F:34])[N:32]=1)[C:27](O)=[O:28]>>[F:1][C:2]1[CH:7]=[CH:6][C:5]([C:8]2[CH:13]=[CH:12][N:11]=[CH:10][C:9]=2[N:14]([CH2:15][C:16](=[O:19])[CH2:17][CH3:18])[C:27](=[O:28])[C:26]2[CH:30]=[C:31]([C:33]([F:34])([F:35])[F:36])[N:32]=[C:24]([C:23]([F:38])([F:22])[F:37])[CH:25]=2)=[C:4]([O:20][CH3:21])[CH:3]=1. Procedure details: The title compound was prepared in analogy to example 90, from 1-[4-(4-fluoro-2-methoxy-phenyl)-pyridin-3-ylamino]-butan-2-one and 2,6-bis(trifluoromethyl)isonicotinic acid (Key Organics Ltd.) after a reaction time of 24 hours. The compound was purified by silica gel chromatography on a 5 g column using a MPLC system (CombiFlash Companion, Isco Inc.) eluting with a gradient of n-heptane:EtOAc (100:0 to 0:100), followed by a second chromatography using preparative HPLC (Gemini NX column) and a gr... Reactants: FC(CN1CC(OC2(C1)CCN(CC2)C(=O)OC(C)(C)C)C=2OC(=CN2)CC)F (tert-butyl 4-(2,2-difluoroethyl)-2-(5-ethyloxazol-2-yl)-1-oxa-4,9-diazaspiro[5.5]undecane-9-carboxylate), Cl (HCl). Run in C(Cl)Cl (DCM). Run at time 1 hour. Yields the product Cl.FC(CN1CC(OC2(C1)CCNCC2)C=2OC(=CN2)CC)F (4-(2,2-difluoroethyl)-2-(5-ethyloxazol-2-yl)-1-oxa-4,9-diazaspiro[5.5]undecane hydrochloride salt). Isolated yield 106.0%. As a reaction SMILES: [F:1][CH:2]([F:29])[CH2:3][N:4]1[CH2:9][C:8]2([CH2:14][CH2:13][N:12](C(OC(C)(C)C)=O)[CH2:11][CH2:10]2)[O:7][CH:6]([C:22]2[O:23][C:24]([CH2:27][CH3:28])=[CH:25][N:26]=2)[CH2:5]1.[ClH:30]>C(Cl)Cl>[ClH:30].[F:29][CH:2]([F:1])[CH2:3][N:4]1[CH2:9][C:8]2([CH2:14][CH2:13][NH:12][CH2:11][CH2:10]2)[O:7][CH:6]([C:22]2[O:23][C:24]([CH2:27][CH3:28])=[CH:25][N:26]=2)[CH2:5]1 |f:3.4|. Reported procedure: To a solution of tert-butyl 4-(2,2-difluoroethyl)-2-(5-ethyloxazol-2-yl)-1-oxa-4,9-diazaspiro[5.5]undecane-9-carboxylate (154 mg, 0.37 mmol) in DCM (0.4 mL) was added HCl (464 μL of 4 M solution in dioxane, 1.85 mmol) and the reaction mixture was stirred at room temperature for 1 hour. The solvent and excess HCl were removed under reduced pressure and the residue was triturated with Et2O to yield 4-(2,2-difluoroethyl)-2-(5-ethyloxazol-2-yl)-1-oxa-4,9-diazaspiro[5.5]undecane hydrochloride salt (1... Reaction conditions: time 5 minute. Reaction SMILES: [NH:1]([C:8]([N:10]1[C:18]2[C:13](=[CH:14][C:15]([O:19][C:20]3[CH:25]=[CH:24][N:23]=[C:22]([NH:26][C:27]([CH:29]4[CH2:34][CH2:33][N:32](C(OC(C)(C)C)=O)[CH2:31][CH2:30]4)=[O:28])[CH:21]=3)=[CH:16][CH:17]=2)[C:12]([Cl:42])=[CH:11]1)=[O:9])[C:2]1[CH:7]=[CH:6][CH:5]=[CH:4][CH:3]=1.O.C(=O)(O)[O-].[Na+].[OH-].[Na+]>FC(F)(F)C(O)=O>[C:2]1([NH:1][C:8]([N:10]2[C:18]3[C:13](=[CH:14][C:15]([O:19][C:20]4[CH:25]=[CH:24][N:23]=[C:22]([NH:26][C:27]([CH:29]5[CH2:34][CH2:33][NH:32][CH2:31][CH2:30]5)=[O:28])[CH:21]=4)=[CH:16][CH:17]=3)[C:12]([Cl:42])=[CH:11]2)=[O:9])[CH:7]=[CH:6][CH:5]=[CH:4][CH:3]=1 |f:1.2.3,4.5|. The yield is 92.6%. Procedure: After dissolving 260 mg of tert-butyl 4-{[(4-{[1-(anilinocarbonyl)-3-chloro-1H-5-indolyl]oxy}-2-pyridyl)amino]carbonyl}-1-piperidinecarboxylate in 5 ml of trifluoroacetic acid, the solution was stirred at room temperature for 5 minutes. Sodium bicarbonate water and 5N aqueous sodium hydroxide were added, and the mixture was extracted with ethyl acetate and dried over magnesium sulfate. The drying agent was filtered off and the solvent was distilled off under reduced pressure to obtain 200 mg of ... The reactants are O.C([O-])(O)=O.[Na+] (Sodium bicarbonate water), [OH-].[Na+] (sodium hydroxide), N(C1=CC=CC=C1)C(=O)N1C=C(C2=CC(=CC=C12)OC1=CC(=NC=C1)NC(=O)C1CCN(CC1)C(=O)OC(C)(C)C)Cl (tert-butyl 4-{[(4-{[1-(anilinocarbonyl)-3-chloro-1H-5-indolyl]oxy}-2-pyridyl)amino]carbonyl}-1-piperidinecarboxylate). Run in FC(C(=O)O)(F)F (trifluoroacetic acid). Product: C1(=CC=CC=C1)NC(=O)N1C=C(C2=CC(=CC=C12)OC1=CC(=NC=C1)NC(=O)C1CCNCC1)Cl (N1-phenyl-3-chloro-5-[(2-{[(4-piperidyl)carbonyl]amino}-4-pyridyl)oxy]-1H-1-indolecarboxamide). Reactants: CN1[C@@H]2CCC[C@H]1CC(=O)C2 (pseudo-pelletierine), C(C)OC(=O)Cl (chloroformic acid ethyl ester). The solvent is C1(=CC=CC=C1)C (toluene). Product: C(C)OC(=O)N1C2CC(CC1CCC2)=O (9-azabicyclo[3,3,1]nonan-3-one-9-carboxylic acid ethyl ester). Isolated yield 86.5%. Reaction SMILES: C[N:2]1[C@@H:7]2[CH2:8][C:9]([CH2:11][C@H:3]1[CH2:4][CH2:5][CH2:6]2)=[O:10].[CH2:12]([O:14][C:15](Cl)=[O:16])[CH3:13]>C1(C)C=CC=CC=1>[CH2:12]([O:14][C:15]([N:2]1[CH:7]2[CH2:6][CH2:5][CH2:4][CH:3]1[CH2:11][C:9](=[O:10])[CH2:8]2)=[O:16])[CH3:13]. Reported procedure: 186.8 g of pseudo-pelletierine and 264 g of freshly distilled chloroformic acid ethyl ester are slowly heated to a boil in 1 liter of absolute toluene within one hour. A vigorous evolution of gas sets in. The mixture is heated to a boil under reflux for a further 16 hours, then cooled and filtered. The filtrate is concentrated in a vacuum, and the residue is purified through vacuum distillation to obtain 223 g (86.5 percent) of light-yellow oil (b.p. 101° C. at 2.7 Pa.) Reactants: Cc1ccc(CO[Si](C)(C)C(C)(C)C)c(F)c1F, C1CCOC1, CCCC[N+](CCCC)(CCCC)CCCC, Cl, [F-], O. Yields the product Cc1ccc(CO)c(F)c1F. RXN SMILES: [C:1]([Si:2]([CH3:3])([CH3:4])[O:8][CH2:9][c:10]1[c:11]([F:18])[c:12]([F:17])[c:13]([CH3:16])[cH:14][cH:15]1)([CH3:5])([CH3:6])[CH3:7].[CH2:39]1[O:40][CH2:41][CH2:42][CH2:43]1.[CH3:20][CH2:21][CH2:22][CH2:23][N+:24]([CH2:25][CH2:26][CH2:27][CH3:28])([CH2:29][CH2:30][CH2:31][CH3:32])[CH2:33][CH2:34][CH2:35][CH3:36].[ClH:38].[F-:19].[OH2:37]>>[OH:8][CH2:9][c:10]1[c:11]([F:18])[c:12]([F:17])[c:13]([CH3:16])[cH:14][cH:15]1. Starting materials: C1(=CC=CC=C1)P(=O)(C1=CC=CC=C1)OC=1[C@@H]([C@@H]2N(C1C(=O)OCC1=CC=C(C=C1)[N+](=O)[O-])C([C@@H]2[C@@H](C)O)=O)C (p-nitrobenzyl (1R,5S,6S)-2-diphenylphosphoryloxy-6-[(R)-1-hydroxyethyl]-1-methylcarbapen-2-em-3-carboxylate), C(C)(C)N(CC)C(C)C (diisopropylethylamine), C(C)(=O)SC1CCN(CC1)C=1SC=C(N1)C(=O)OCC (4-acetylthio-1-(4-ethoxycarbonyl-1,3-thiazol-2-yl)piperidine), C(C)(=O)O.NN (hydrazine acetate), C(O)([O-])=O.[Na+] (sodium hydrogencarbonate). The solvent is C(C)#N (acetonitrile), CN(C=O)C (dimethylformamide), C(C)(=O)OCC (ethyl acetate). Run at time 2.5 hour. Product: C(C)OC(=O)C=1N=C(SC1)N1CCC(CC1)SC=1[C@@H]([C@H]2N(C1C(=O)OCC1=CC=C(C=C1)[N+](=O)[O-])C([C@@H]2[C@@H](C)O)=O)C (p-nitrobenzyl (1R,5S,6S)-2-[1-(4-ethoxycarbonyl-1,3-thiazol-2-yl)piperidin-4-yl]thio-6-[(R)-1-hydroxyethyl]-1-methylcarbapen-2-em-3-carboxylate). Isolated yield 37.8%. As a reaction SMILES: C([S:4][CH:5]1[CH2:10][CH2:9][N:8]([C:11]2[S:12][CH:13]=[C:14]([C:16]([O:18][CH2:19][CH3:20])=[O:17])[N:15]=2)[CH2:7][CH2:6]1)(=O)C.C(O)(=O)C.NN.C1(P(O[C:42]2[C@H:43]([CH3:66])[C@H:44]3[C@@H:61]([C@H:62]([OH:64])[CH3:63])[C:60](=[O:65])[N:45]3[C:46]=2[C:47]([O:49][CH2:50][C:51]2[CH:56]=[CH:55][C:54]([N+:57]([O-:59])=[O:58])=[CH:53][CH:52]=2)=[O:48])(C2C=CC=CC=2)=O)C=CC=CC=1.C(N(C(C)C)CC)(C)C.C(=O)([O-])O.[Na+]>CN(C)C=O.C(#N)C.C(OCC)(=O)C>[CH2:19]([O:18][C:16]([C:14]1[N:15]=[C:11]([N:8]2[CH2:7][CH2:6][CH:5]([S:4][C:42]3[C@H:43]([CH3:66])[C@@H:44]4[C@@H:61]([C@H:62]([OH:64])[CH3:63])[C:60](=[O:65])[N:45]4[C:46]=3[C:47]([O:49][CH2:50][C:51]3[CH:56]=[CH:55][C:54]([N+:57]([O-:59])=[O:58])=[CH:53][CH:52]=3)=[O:48])[CH2:10][CH2:9]2)[S:12][CH:13]=1)=[O:17])[CH3:20] |f:1.2,5.6|. Procedure: To a solution of 4-acetylthio-1-(4-ethoxycarbonyl-1,3-thiazol-2-yl)piperidine (400 mg, 1.27 mmol) (obtained as described in Reference Example 13) in dimethylformamide (12 ml) was added hydrazine acetate (152 mg, 1.65 mmol) at room temperature under an atmosphere of nitrogen and the mixture was stirred for 2.5 hours. After checking the completion of the reaction, a solution of p-nitrobenzyl (1R,5S,6S)-2-diphenylphosphoryloxy-6-[(R)-1-hydroxyethyl]-1-methylcarbapen-2-em-3-carboxylate (755 mg, 1.27... Starting materials: dipropyl acetal, CC1=C(NCC=O)C(=CC=C1)OC (2-(2-methyl-6-methoxyanilino)acetaldehyde), C1=CC=CC=C1 (benzene), C([O-])([O-])=O.[Na+].[Na+] (sodium carbonate), ClCC(=O)Cl (chloroacetyl chloride). Solvent: O (water). Yields the product dipropyl acetal, ClCC(=O)N(C1=C(C=CC=C1C)C)CC=O (2-[N-(α-chloroacetyl)-2,6-dimethylanilino]acetaldehyde). RXN SMILES: [CH3:1][C:2]1[CH:11]=[CH:10][CH:9]=[C:8](OC)[C:3]=1[NH:4][CH2:5][CH:6]=[O:7].[CH:14]1C=CC=CC=1.C(=O)([O-])[O-].[Na+].[Na+].[Cl:26][CH2:27][C:28](Cl)=[O:29]>O>[Cl:26][CH2:27][C:28]([N:4]([CH2:5][CH:6]=[O:7])[C:3]1[C:8]([CH3:14])=[CH:9][CH:10]=[CH:11][C:2]=1[CH3:1])=[O:29] |f:2.3.4|. Reported procedure: The dipropyl acetal of 2-(2-methyl-6-methoxyanilino)acetaldehyde (15 grams), benzene (100 ml) and sodium carbonate (6.0 grams) dissolved in water (50 ml) are charged into a glass reaction vessel equipped with a mechanical stirrer, thermometer and addition funnel. The mixture is cooled in an ice bath and chloroacetyl chloride (6.5 grams) is added dropwise with stirring. After addition is completed stirring is continued and the reaction mixture is allowed to warm up to room temperature. After this... The reactants are ClC1=CC=C(C=C1)SCCCCOC=1C=CC2=C(COC(N2)=O)C1 (6-[4-(4-chloro-phenylmercapto)-butoxy]-4H-3,1-benzoxazin-2-one), OO (hydrogen peroxide). Product: ClC1=CC=C(C=C1)S(=O)CCCCOC=1C=CC2=C(COC(N2)=O)C1 (6-[4-(4-Chloro-phenylsulfinyl)-butoxy]-4H-3,1-benzoxazin-2-one). RXN SMILES: [Cl:1][C:2]1[CH:7]=[CH:6][C:5]([S:8][CH2:9][CH2:10][CH2:11][CH2:12][O:13][C:14]2[CH:15]=[CH:16][C:17]3[NH:22][C:21](=[O:23])[O:20][CH2:19][C:18]=3[CH:24]=2)=[CH:4][CH:3]=1.[OH:25]O>>[Cl:1][C:2]1[CH:7]=[CH:6][C:5]([S:8]([CH2:9][CH2:10][CH2:11][CH2:12][O:13][C:14]2[CH:15]=[CH:16][C:17]3[NH:22][C:21](=[O:23])[O:20][CH2:19][C:18]=3[CH:24]=2)=[O:25])=[CH:4][CH:3]=1. Procedure details: Prepared analogously to Example 2 from 6-[4-(4-chloro-phenylmercapto)-butoxy]-4H-3,1-benzoxazin-2-one and hydrogen peroxide. The reactants are CC1CCC(C(=O)N(c2cc(C#CC(C)(C)C)sc2C(=O)O)C2CCC(O)CC2)CC1, [H-], O=C(c1ccnc(Cl)c1)N1CCC1, [Na+], [Na+], CN(C)C=O, [OH-]. Product: CC1CCC(C(=O)N(c2cc(C#CC(C)(C)C)sc2C(=O)[O-])C2CCC(Oc3cc(C(=O)N4CCC4)ccn3)CC2)CC1, [Na+]. RXN SMILES: [CH3:3][C:4]([C:5]#[C:6][c:7]1[cH:8][c:9]([N:15]([C:16](=[O:17])[CH:18]2[CH2:19][CH2:20][CH:21]([CH3:24])[CH2:22][CH2:23]2)[CH:25]2[CH2:26][CH2:27][CH:28]([OH:31])[CH2:29][CH2:30]2)[c:10]([C:12](=[O:13])[OH:14])[s:11]1)([CH3:32])[CH3:33].[H-:2].[N:34]1([C:38](=[O:39])[c:40]2[cH:41][c:42]([Cl:46])[n:43][cH:44][cH:45]2)[CH2:35][CH2:36][CH2:37]1.[Na+:1].[Na+:48].[O:49]=[CH:50][N:51]([CH3:52])[CH3:53].[OH-:47]>>[CH3:3][C:4]([C:5]#[C:6][c:7]1[cH:8][c:9]([N:15]([C:16](=[O:17])[CH:18]2[CH2:19][CH2:20][CH:21]([CH3:24])[CH2:22][CH2:23]2)[CH:25]2[CH2:26][CH2:27][CH:28]([O:31][c:42]3[cH:41][c:40]([C:38]([N:34]4[CH2:35][CH2:36][CH2:37]4)=[O:39])[cH:45][cH:44][n:43]3)[CH2:29][CH2:30]2)[c:10]([C:12](=[O:13])[O-:14])[s:11]1)([CH3:32])[CH3:33].[Na+:1]. Reactants: COC1=C(C(=CC(=C1)\C=C/C1=CC(=C(C(=C1)OC)OC)OC)OC)O ((Z)-2,6-dimethoxy-4-(3,4,5-trimethoxystyryl)phenol), C([O-])([O-])=O.[K+].[K+] (potassium carbonate), BrCCCCCOC1=C(C=C(C=C1)C1NC2=CC=CC=C2C(N1)=O)OC (2-[4-(5-Bromo-pentyloxy)-3-methoxy-phenyl]-2,3-dihydro-1H-quinazolin-4-one), ice. Run in CN(C)C=O (DMF), C(C)(=O)OCC.CCCCCC (ethyl acetate hexane). Conditions: temperature 30 celsius, time 30 hour. Product: COC1=C(OCCCCCOC2=C(C=C(C=C2)C2NC3=CC=CC=C3C(N2)=O)OC)C(=CC(=C1)\C=C/C1=CC(=C(C(=C1)OC)OC)OC)OC ((Z)-2-(4-(5-(2,6-dimethoxy-4-(3,4,5-trimethoxystyryl)phenoxy)pentyloxy)-3-methoxy phenyl)-2,3-dihydroquinazolin-4(1H)-one). Isolated yield 79.7%. Reaction SMILES: [CH3:1][O:2][C:3]1[CH:8]=[C:7](/[CH:9]=[CH:10]\[C:11]2[CH:16]=[C:15]([O:17][CH3:18])[C:14]([O:19][CH3:20])=[C:13]([O:21][CH3:22])[CH:12]=2)[CH:6]=[C:5]([O:23][CH3:24])[C:4]=1[OH:25].C(=O)([O-])[O-].[K+].[K+].Br[CH2:33][CH2:34][CH2:35][CH2:36][CH2:37][O:38][C:39]1[CH:44]=[CH:43][C:42]([CH:45]2[NH:54][C:53](=[O:55])[C:52]3[C:47](=[CH:48][CH:49]=[CH:50][CH:51]=3)[NH:46]2)=[CH:41][C:40]=1[O:56][CH3:57]>CN(C=O)C.C(OCC)(=O)C.CCCCCC>[CH3:24][O:23][C:5]1[CH:6]=[C:7](/[CH:9]=[CH:10]\[C:11]2[CH:12]=[C:13]([O:21][CH3:22])[C:14]([O:19][CH3:20])=[C:15]([O:17][CH3:18])[CH:16]=2)[CH:8]=[C:3]([O:2][CH3:1])[C:4]=1[O:25][CH2:33][CH2:34][CH2:35][CH2:36][CH2:37][O:38][C:39]1[CH:44]=[CH:43][C:42]([CH:45]2[NH:54][C:53](=[O:55])[C:52]3[C:47](=[CH:48][CH:49]=[CH:50][CH:51]=3)[NH:46]2)=[CH:41][C:40]=1[O:56][CH3:57] |f:1.2.3,6.7|. Reported procedure: (Z)-2,6-dimethoxy-4-(3,4,5-trimethoxystyryl)phenol (38b) (346.37.36 mg 1.0 mmol) in DMF (20 mL) was added anhydrous potassium carbonate (690 mg, 5.0 mmol) and 2-[4-(5-Bromo-pentyloxy)-3-methoxy-phenyl]-2,3-dihydro-1H-quinazolin-4-one (2d) (419.29 mg, 1.0 mmol). The reaction mixture was stirred at a temperature of 30° C. for 30 h and the reaction was monitored by TLC using ethyl acetate-hexane (6:4) as a solvent system. Then to this ice is added and extracted with ethyl acetate. The solvent was e...